This data is from the Open Reaction Database (ORD), a public repository of structured organic reaction records. The task is: describe an organic reaction: reactants, conditions, products, and yield Starting materials: solution, CC(=O)[O-].[K+] (KOAc), BrC1=CC(=C(C=C1)[N+](=O)[O-])F (4-bromo-2-fluoro-1-nitrobenzene), B1(OC(C(O1)(C)C)(C)C)B2OC(C(O2)(C)C)(C)C (bis(pinacolato)diboron), BrC=1SC2=C(N1)C=C(C(=C2C2=CC=C(C=C2)Cl)[C@@H](C(=O)OCC)OC(C)(C)C)C ((S)-ethyl 2-(2-bromo-7-(4-chlorophenyl)-5-methylbenzo[d]thiazol-6-yl)-2-tert-butoxyacetate), C(=O)([O-])[O-].[K+].[K+] (K2CO3), C(Cl)Cl (CH2Cl2). Reagents/catalysts: C1=CC=C(C=C1)P([C-]2C=CC=C2)C3=CC=CC=C3.C1=CC=C(C=C1)P([C-]2C=CC=C2)C3=CC=CC=C3.Cl[Pd]Cl.[Fe+2] (PdCl2(dppf)), C=1C=CC(=CC1)[P](C=2C=CC=CC2)(C=3C=CC=CC3)[Pd]([P](C=4C=CC=CC4)(C=5C=CC=CC5)C=6C=CC=CC6)([P](C=7C=CC=CC7)(C=8C=CC=CC8)C=9C=CC=CC9)[P](C=1C=CC=CC1)(C=1C=CC=CC1)C=1C=CC=CC1 (Pd(PPh3)4). The solvent is O1CCOCC1 (dioxane), CCOC(=O)C (EtOAc). Conditions: temperature 100 celsius. The product is C(C)(C)(C)O[C@H](C(=O)OCC)C1=C(C2=C(N=C(S2)C2=CC(=C(C=C2)[N+](=O)[O-])F)C=C1C)C1=CC=C(C=C1)Cl ((S)-ethyl 2-tert-butoxy-2-(7-(4-chlorophenyl)-2-(3-fluoro-4-nitrophenyl)-5-methylbenzo[d]thiazol-6-yl)acetate). Reaction SMILES: Br[C:2]1[CH:7]=[CH:6][C:5]([N+:8]([O-:10])=[O:9])=[C:4]([F:11])[CH:3]=1.B1(B2OC(C)(C)C(C)(C)O2)OC(C)(C)C(C)(C)O1.C(Cl)Cl.CC([O-])=O.[K+].Br[C:39]1[S:40][C:41]2[C:47]([C:48]3[CH:53]=[CH:52][C:51]([Cl:54])=[CH:50][CH:49]=3)=[C:46]([C@H:55]([O:61][C:62]([CH3:65])([CH3:64])[CH3:63])[C:56]([O:58][CH2:59][CH3:60])=[O:57])[C:45]([CH3:66])=[CH:44][C:42]=2[N:43]=1.C([O-])([O-])=O.[K+].[K+]>O1CCOCC1.CCOC(C)=O.C1C=CC(P(C2C=CC=CC=2)[C-]2C=CC=C2)=CC=1.C1C=CC(P(C2C=CC=CC=2)[C-]2C=CC=C2)=CC=1.Cl[Pd]Cl.[Fe+2].C1C=CC([P]([Pd]([P](C2C=CC=CC=2)(C2C=CC=CC=2)C2C=CC=CC=2)([P](C2C=CC=CC=2)(C2C=CC=CC=2)C2C=CC=CC=2)[P](C2C=CC=CC=2)(C2C=CC=CC=2)C2C=CC=CC=2)(C2C=CC=CC=2)C2C=CC=CC=2)=CC=1>[C:62]([O:61][C@@H:55]([C:46]1[C:45]([CH3:66])=[CH:44][C:42]2[N:43]=[C:39]([C:2]3[CH:7]=[CH:6][C:5]([N+:8]([O-:10])=[O:9])=[C:4]([F:11])[CH:3]=3)[S:40][C:41]=2[C:47]=1[C:48]1[CH:49]=[CH:50][C:51]([Cl:54])=[CH:52][CH:53]=1)[C:56]([O:58][CH2:59][CH3:60])=[O:57])([CH3:63])([CH3:64])[CH3:65] |f:3.4,6.7.8,11.12.13.14,^1:128,130,149,168|. Reported procedure: A microwave vial was charged with 4-bromo-2-fluoro-1-nitrobenzene (690 mg, 3.14 mmol), bis(pinacolato)diboron (946 mg, 3.73 mmol), PdCl2(dppf).CH2Cl2 (242 mg, 0.30 mmol), then KOAc (926 mg, 9.44 mmol). The vial was flushed with argon, diluted with dioxane (11 mL), sealed, then heated to 100° C. for 1 hour. The reaction mixture was allowed to cool to room temperature and then a portion of this cooled solution (6.1 mL, 1.74 mmol) was added to a vial that was charged with (S)-ethyl 2-(2-bromo-7-(4-... Starting materials: CN1CCC(N2CCNCC2)CC1, CN1CCCC1=O, COc1cc2c(Nc3ccc(Sc4nccn4C)c(Cl)c3)c(C#N)cnc2cc1F. Product: COc1cc2c(Nc3ccc(Sc4nccn4C)c(Cl)c3)c(C#N)cnc2cc1N1CCN(C2CCN(C)CC2)CC1. Reaction SMILES: [CH3:31][N:32]1[CH2:33][CH2:34][CH:35]([N:38]2[CH2:39][CH2:40][NH:41][CH2:42][CH2:43]2)[CH2:36][CH2:37]1.[CH3:44][N:45]1[CH2:46][CH2:47][CH2:48][C:49]1=[O:50].[Cl:1][c:2]1[cH:3][c:4]([NH:15][c:16]2[c:17]([C:29]#[N:30])[cH:18][n:19][c:20]3[cH:21][c:22]([F:28])[c:23]([O:26][CH3:27])[cH:24][c:25]23)[cH:5][cH:6][c:7]1[S:8][c:9]1[n:10]([CH3:14])[cH:11][cH:12][n:13]1>>[Cl:1][c:2]1[cH:3][c:4]([NH:15][c:16]2[c:17]([C:29]#[N:30])[cH:18][n:19][c:20]3[cH:21][c:22]([N:41]4[CH2:40][CH2:39][N:38]([CH:35]5[CH2:34][CH2:33][N:32]([CH3:31])[CH2:37][CH2:36]5)[CH2:43][CH2:42]4)[c:23]([O:26][CH3:27])[cH:24][c:25]23)[cH:5][cH:6][c:7]1[S:8][c:9]1[n:10]([CH3:14])[cH:11][cH:12][n:13]1. Reactants: N1(CCNCC1)C(=O)OC(C)(C)C (tert-Butyl piperazine-1-carboxylate), CC(C)([O-])C.[Na+] (sodium tert-butoxide), BrC1=CC=C(C=C1)OCC(F)(F)F (1-bromo-4-(2,2,2-trifluoroethoxy)benzene). The reagents and catalysts are C=1C=CC(=CC1)/C=C/C(=O)/C=C/C2=CC=CC=C2.C=1C=CC(=CC1)/C=C/C(=O)/C=C/C2=CC=CC=C2.C=1C=CC(=CC1)/C=C/C(=O)/C=C/C2=CC=CC=C2.[Pd].[Pd] (tris(dibenzylideneacetone)dipalladium(0)). Run in C1(=CC=CC=C1)C (toluene). Run at temperature 80 celsius. Product: FC(COC1=CC=C(C=C1)N1CCN(CC1)C(=O)OC(C)(C)C)(F)F (tert-butyl 4-[4-(2,2,2-trifluoroethoxy)phenyl]piperazine-1-carboxylate). Isolated yield 158.1%. Reaction SMILES: Br[C:2]1[CH:7]=[CH:6][C:5]([O:8][CH2:9][C:10]([F:13])([F:12])[F:11])=[CH:4][CH:3]=1.[N:14]1([C:20]([O:22][C:23]([CH3:26])([CH3:25])[CH3:24])=[O:21])[CH2:19][CH2:18][NH:17][CH2:16][CH2:15]1.CC(C)([O-])C.[Na+]>C1(C)C=CC=CC=1.C1C=CC(/C=C/C(/C=C/C2C=CC=CC=2)=O)=CC=1.C1C=CC(/C=C/C(/C=C/C2C=CC=CC=2)=O)=CC=1.C1C=CC(/C=C/C(/C=C/C2C=CC=CC=2)=O)=CC=1.[Pd].[Pd]>[F:11][C:10]([F:13])([F:12])[CH2:9][O:8][C:5]1[CH:6]=[CH:7][C:2]([N:17]2[CH2:16][CH2:15][N:14]([C:20]([O:22][C:23]([CH3:26])([CH3:25])[CH3:24])=[O:21])[CH2:19][CH2:18]2)=[CH:3][CH:4]=1 |f:2.3,5.6.7.8.9|. Procedure: 1-bromo-4-(2,2,2-trifluoroethoxy)benzene (14.5 g, 57 mmol) was dissolved in toluene (250 ml) under an argon atmosphere. tert-Butyl piperazine-1-carboxylate (12.7 g, 68 mmol), sodium tert-butoxide (7.6 g, 79.5 mmol) rac-2,2′-bis(diphenylphosphino)-1,1′-binaphthyl (200 mg, 0.32 mmol) and tris(dibenzylideneacetone)dipalladium(0) (200 mg, 0.2 mmol) were added and the reaction heated to 80° C. for 4 hours. The mixture was then cooled and filtered through Celite to yield crude tert-butyl 4-[4-(2,2,2-t... Reactants: IC1=NC=CC(=C1)N(C)C (2-iodo-4-dimethylaminopyridine), FC=1C=C(C=C(C1)F)B(O)O (3,5-difluorophenylboronic acid), C(=O)([O-])[O-].[K+].[K+] (K2CO3). The reagents and catalysts are C=1C=CC(=CC1)[P](C=2C=CC=CC2)(C=3C=CC=CC3)[Pd]([P](C=4C=CC=CC4)(C=5C=CC=CC5)C=6C=CC=CC6)([P](C=7C=CC=CC7)(C=8C=CC=CC8)C=9C=CC=CC9)[P](C=1C=CC=CC1)(C=1C=CC=CC1)C=1C=CC=CC1 (Pd(PPh3)4). Solvent: C1(=CC=CC=C1)C (toluene), O (water), CCOCC (Et2O). Run at temperature 90 celsius. Yields the product FC=1C=C(C=C(C1)F)C1=NC=CC(=C1)N(C)C (2-(3,5-difluorophenyl)-4-dimethylaminopyridine). Yield: 47.4%. Reaction SMILES: I[C:2]1[CH:7]=[C:6]([N:8]([CH3:10])[CH3:9])[CH:5]=[CH:4][N:3]=1.[F:11][C:12]1[CH:13]=[C:14](B(O)O)[CH:15]=[C:16]([F:18])[CH:17]=1.C([O-])([O-])=O.[K+].[K+]>C1(C)C=CC=CC=1.O.CCOCC.C1C=CC([P]([Pd]([P](C2C=CC=CC=2)(C2C=CC=CC=2)C2C=CC=CC=2)([P](C2C=CC=CC=2)(C2C=CC=CC=2)C2C=CC=CC=2)[P](C2C=CC=CC=2)(C2C=CC=CC=2)C2C=CC=CC=2)(C2C=CC=CC=2)C2C=CC=CC=2)=CC=1>[F:11][C:12]1[CH:13]=[C:14]([C:2]2[CH:7]=[C:6]([N:8]([CH3:10])[CH3:9])[CH:5]=[CH:4][N:3]=2)[CH:15]=[C:16]([F:18])[CH:17]=1 |f:2.3.4,^1:44,46,65,84|. Procedure: A mixture of 2-iodo-4-dimethylaminopyridine (2.68 g, 10.8 mmol), 3,5-difluorophenylboronic acid (2.56 g, 16.2 mmol) and K2CO3 (6.7 g, 48.6 mmol) in toluene (60 ml) and water (10 ml) were degased with nitrogen for 15 minutes. Pd(PPh3)4 (800 mg, 0.66 mmol) was added and the resulting mixture was heated to 90° C. for 48 hours under nitrogen. After being cooled to room temperature, the aqueous phase was separated and extracted with EtOAc (3×100 ml). The combined organic fractions were washed with br... Starting materials: C(C)N(CCN1C(C(C2=C(C=C(C=C12)C(=O)OCC)C(F)(F)F)(C1=CC2=CC=CC=C2C=C1)O)=O)CC (1-(2-diethylaminoethyl)-4-trifluoromethyl-6-ethoxycarbonyl-3-hydroxy-3-(2-naphthyl)oxindole), [H-].C(C(C)C)[Al+]CC(C)C (diisobutylaluminium hydride), C(=O)(O)[O-].[Na+] (NaHCO3), C(C)(=O)OCC (ethyl acetate). Run in C1(=CC=CC=C1)C (toluene), C1(=CC=CC=C1)C (toluene). Yields the product C(C)N(CCN1C(C(C2=C(C=C(C=C12)CCO)C(F)(F)F)(C1=CC2=CC=CC=C2C=C1)O)=O)CC (1-(2-Diethylaminoethyl)-4-trifluoromethyl-6-hydroxyethyl-3-hydroxy-3-(2-naphthyl)oxindole). The yield is 9.0%. Reaction SMILES: [CH2:1]([N:3]([CH2:36][CH3:37])[CH2:4][CH2:5][N:6]1[C:14]2[C:9](=[C:10]([C:20]([F:23])([F:22])[F:21])[CH:11]=[C:12](C(OCC)=O)[CH:13]=2)[C:8]([OH:34])([C:24]2[CH:33]=[CH:32][C:31]3[C:26](=[CH:27][CH:28]=[CH:29][CH:30]=3)[CH:25]=2)[C:7]1=[O:35])[CH3:2].[H-].C([Al+]CC(C)C)C(C)C.C([O-])(O)=O.[Na+].[C:53](OCC)(=[O:55])[CH3:54]>C1(C)C=CC=CC=1>[CH2:1]([N:3]([CH2:36][CH3:37])[CH2:4][CH2:5][N:6]1[C:14]2[C:9](=[C:10]([C:20]([F:21])([F:23])[F:22])[CH:11]=[C:12]([CH2:54][CH2:53][OH:55])[CH:13]=2)[C:8]([OH:34])([C:24]2[CH:33]=[CH:32][C:31]3[C:26](=[CH:27][CH:28]=[CH:29][CH:30]=3)[CH:25]=2)[C:7]1=[O:35])[CH3:2] |f:1.2,3.4|. Procedure: To a solution of 1-(2-diethylaminoethyl)-4-trifluoromethyl-6-ethoxycarbonyl-3-hydroxy-3-(2-naphthyl)oxindole (605 mg, 0. 118 mmol) in toluene (1 mL) was added dropwise 1.01 N diisobutylaluminium hydride in toluene (0.36 mL, 0.364 mmol). The mixture was allowed to warm to room temperature over 4 h. Sat. aqueous NaHCO3 and ethyl acetate were added. Insoluble materials were removed by filtration and the organic layer was separated, dried over MgSO4, and concentrated. The residue was purified by sil...